From a dataset of the Open Reaction Database (ORD), a public repository of structured organic reaction records. describe an organic reaction: reactants, conditions, products, and yield Reactants: CC(C)=O, CC(=O)OC(C)=O, Nc1cccc(O)c1. Product: CC(=O)Nc1cccc(O)c1. As a reaction SMILES: [CH3:16][C:17](=[O:18])[CH3:19].[CH3:9][C:10](=[O:11])[O:12][C:13](=[O:14])[CH3:15].[NH2:1][c:2]1[cH:3][cH:4][cH:5][c:6]([OH:7])[cH:8]1>>[NH:1]([c:2]1[cH:3][cH:4][cH:5][c:6]([OH:7])[cH:8]1)[C:10]([CH3:9])=[O:11]. Starting materials: COC=1C=C(C=CC1[N+](=O)[O-])N1CCN(CC1)CCC (1-[3-(methyloxy)-4-nitrophenyl]-4-propylpiperazine), FeCl3, O.NN (hydrazine hydrate). Run in CO (methanol). The product is COC1=C(N)C=CC(=C1)N1CCN(CC1)CCC (2-(methyloxy)-4-(4-propyl-1-piperazinyl)aniline). Yield: 77.8%. Reaction SMILES: [CH3:1][O:2][C:3]1[CH:4]=[C:5]([N:12]2[CH2:17][CH2:16][N:15]([CH2:18][CH2:19][CH3:20])[CH2:14][CH2:13]2)[CH:6]=[CH:7][C:8]=1[N+:9]([O-])=O.O.NN>CO>[CH3:1][O:2][C:3]1[CH:4]=[C:5]([N:12]2[CH2:13][CH2:14][N:15]([CH2:18][CH2:19][CH3:20])[CH2:16][CH2:17]2)[CH:6]=[CH:7][C:8]=1[NH2:9] |f:1.2|. Reported procedure: A solution of 1-[3-(methyloxy)-4-nitrophenyl]-4-propylpiperazine (Intermediate B50, 1.5 g, 5.4 mmol), FeCl3 (0.300 g, 1.85 mmol), activated carbon (2.0 g), and hydrazine hydrate (2.1 mL, 65 mmol) was heated in methanol (50 mL) for 3 hours. The mixture was filtered over celite and concentrated to give 2-(methyloxy)-4-(4-propyl-1-piperazinyl)aniline as a white solid (1.03 g, 4.2 mmol, 78% yield). 1H NMR (400 MHz, CDCl3) δ ppm 0.93 (t, J=7.51 Hz, 3 H), 1.51-1.61 (m, 2 H), 2.37 (d, J=8.06 Hz, 2 H), ... Starting materials: C(C)(=O)OCC (ethyl acetate), C([O-])([O-])=O.[K+].[K+] (potassium carbonate), BrCCCBr (1,3-dibromopropane), C(#N)C1=CC=C(C=C1)O (4-cyanophenol). The solvent is O (water), CS(=O)C (dimethyl sulfoxide). Conditions: time 5 minute. The product is BrCCCOC1=CC=C(C=C1)C#N (1-bromo-3-(4-cyanophenoxy)-propane). RXN SMILES: [C:1]([C:3]1[CH:8]=[CH:7][C:6]([OH:9])=[CH:5][CH:4]=1)#[N:2].C(=O)([O-])[O-].[K+].[K+].[Br:16][CH2:17][CH2:18][CH2:19]Br.C(OCC)(=O)C>CS(C)=O.O>[Br:16][CH2:17][CH2:18][CH2:19][O:9][C:6]1[CH:7]=[CH:8][C:3]([C:1]#[N:2])=[CH:4][CH:5]=1 |f:1.2.3|. Procedure details: In 50 ml of dimethyl sulfoxide was dissolved 10 g of 4-cyanophenol, followed by adding thereto 23 g of potassium carbonate at room temperature. The resulting mixture was stirred at the same temperature for 5 minutes and then 64 ml of 1,3-dibromopropane was added thereto, followed by stirring at room temperature for 12 hours. Subsequently, the reaction mixture was added to a mixed solvent of 200 ml of ethyl acetate and 100 ml of water, after which the organic layer was separated and the aqueous l... The reactants are O=C(CNc1n[nH]c2ccc(C(F)(F)F)cc12)NC1CNC1, COc1ccc(C2(O)CCC(=O)CC2)cn1. The product is COc1ccc(C2(O)CCC(N3CC(NC(=O)CNc4n[nH]c5ccc(C(F)(F)F)cc45)C3)CC2)cn1. Reaction SMILES: [NH:1]1[CH2:2][CH:3]([NH:5][C:6]([CH2:7][NH:8][c:9]2[n:10][nH:11][c:12]3[cH:13][cH:14][c:15]([C:18]([F:19])([F:20])[F:21])[cH:16][c:17]23)=[O:22])[CH2:4]1.[OH:23][C:24]1([c:31]2[cH:32][n:33][c:34]([O:37][CH3:38])[cH:35][cH:36]2)[CH2:25][CH2:26][C:27](=[O:30])[CH2:28][CH2:29]1>>[N:1]1([CH:27]2[CH2:26][CH2:25][C:24]([OH:23])([c:31]3[cH:32][n:33][c:34]([O:37][CH3:38])[cH:35][cH:36]3)[CH2:29][CH2:28]2)[CH2:2][CH:3]([NH:5][C:6]([CH2:7][NH:8][c:9]2[n:10][nH:11][c:12]3[cH:13][cH:14][c:15]([C:18]([F:19])([F:20])[F:21])[cH:16][c:17]23)=[O:22])[CH2:4]1. The reactants are COC(CCC1=C(C=C(C=C1)OC1=C(C(=CC=C1)Br)C)C)=O (3-[4-(3-bromo-2-methyl-phenoxy)-2-methyl-phenyl]-propionic acid methyl ester), ClC1=CC(=C(C=C1)O)OC1=CC=CC=C1 (4-chloro-2-phenoxy-phenol). Yields the product ClC1=CC(=C(OC=2C(=C(OC3=CC(=C(C=C3)CCC(=O)O)C)C=CC2)C)C=C1)OC1=CC=CC=C1 (3-{4-[3-(4-Chloro-2-phenoxy-phenoxy)-2-methyl-phenoxy]-2-methyl-phenyl}-propionic acid). Isolated yield 9.0%. As a reaction SMILES: C[O:2][C:3](=[O:22])[CH2:4][CH2:5][C:6]1[CH:11]=[CH:10][C:9]([O:12][C:13]2[CH:18]=[CH:17][CH:16]=[C:15](Br)[C:14]=2[CH3:20])=[CH:8][C:7]=1[CH3:21].[Cl:23][C:24]1[CH:29]=[CH:28][C:27]([OH:30])=[C:26]([O:31][C:32]2[CH:37]=[CH:36][CH:35]=[CH:34][CH:33]=2)[CH:25]=1>>[Cl:23][C:24]1[CH:29]=[CH:28][C:27]([O:30][C:15]2[C:14]([CH3:20])=[C:13]([CH:18]=[CH:17][CH:16]=2)[O:12][C:9]2[CH:10]=[CH:11][C:6]([CH2:5][CH2:4][C:3]([OH:2])=[O:22])=[C:7]([CH3:21])[CH:8]=2)=[C:26]([O:31][C:32]2[CH:37]=[CH:36][CH:35]=[CH:34][CH:33]=2)[CH:25]=1. Procedure details: 3-[4-(3-bromo-2-methyl-phenoxy)-2-methyl-phenyl]-propionic acid methyl ester is reacted with 4-chloro-2-phenoxy-phenol as in Example 18 to afford 0.031 g (9%) of the title compound. 1H NMR (400 MHz, CDCl3); MS (ES+) m/z mass calculated for C29H25O5Cl 488, found 489 and 491 (M+1 and M+3, 100%). The reactants are C([O-])([O-])=O.[Cs+].[Cs+] (cesium carbonate), C1(=CC=CC=C1)P(C1=CC=CC=2C(C3=CC=CC(=C3OC12)P(C1=CC=CC=C1)C1=CC=CC=C1)(C)C)C1=CC=CC=C1 (4,5-bis(diphenylphosphino)-9,9-dimethylxanthene), [Si](C)(C)(C(C)(C)C)O[C@H]1CC(N[C@H]1C)=O ((4S,5S)-4-(tert-butyldimethylsilyloxy)-5-methylpyrrolidin-2-one), IC1=CC(=C(C#N)C=C1)C(F)(F)F (4-iodo-2-(trifluoromethyl)benzonitrile). Reagents/catalysts: C=1C=CC(=CC1)/C=C/C(=O)/C=C/C2=CC=CC=C2.C=1C=CC(=CC1)/C=C/C(=O)/C=C/C2=CC=CC=C2.C=1C=CC(=CC1)/C=C/C(=O)/C=C/C2=CC=CC=C2.[Pd].[Pd] (tris(dibenzylideneacetone)dipalladium(0)). The product is [Si](C)(C)(C(C)(C)C)O[C@@H]1[C@@H](N(C(C1)=O)C1=CC(=C(C#N)C=C1)C(F)(F)F)C (4-[(2S,3S)-3-(tert-butyldimethylsilyloxy)-2-methyl-5-oxopyrrolidin-1-yl]-2-(trifluoromethyl)benzonitrile), solid. Isolated yield 64.7%. RXN SMILES: [Si:1]([O:8][C@@H:9]1[C@H:13]([CH3:14])[NH:12][C:11](=[O:15])[CH2:10]1)([C:4]([CH3:7])([CH3:6])[CH3:5])([CH3:3])[CH3:2].I[C:17]1[CH:24]=[CH:23][C:20]([C:21]#[N:22])=[C:19]([C:25]([F:28])([F:27])[F:26])[CH:18]=1.C(=O)([O-])[O-].[Cs+].[Cs+].C1(P(C2C=CC=CC=2)C2C3OC4C(=CC=CC=4P(C4C=CC=CC=4)C4C=CC=CC=4)C(C)(C)C=3C=CC=2)C=CC=CC=1>C1C=CC(/C=C/C(/C=C/C2C=CC=CC=2)=O)=CC=1.C1C=CC(/C=C/C(/C=C/C2C=CC=CC=2)=O)=CC=1.C1C=CC(/C=C/C(/C=C/C2C=CC=CC=2)=O)=CC=1.[Pd].[Pd]>[Si:1]([O:8][C@H:9]1[CH2:10][C:11](=[O:15])[N:12]([C:17]2[CH:24]=[CH:23][C:20]([C:21]#[N:22])=[C:19]([C:25]([F:26])([F:28])[F:27])[CH:18]=2)[C@H:13]1[CH3:14])([C:4]([CH3:7])([CH3:6])[CH3:5])([CH3:3])[CH3:2] |f:2.3.4,6.7.8.9.10|. Procedure: Using (4S,5S)-4-(tert-butyldimethylsilyloxy)-5-methylpyrrolidin-2-one (5.00 g), 4-iodo-2-(trifluoromethyl)benzonitrile (6.80 g), cesium carbonate (10.65 g), tris(dibenzylideneacetone)dipalladium(0) (1.00 g) and 4,5-bis(diphenylphosphino)-9,9-dimethylxanthene (2.52 g), and in the same manner as in Reference Example 3, the title compound was obtained as a colorless solid (yield: 5.617 g, yield: 64.7%). The reactants are C(=O)(O)C1=C(C=CC=C1Cl)[N+]#N (2-carboxy-3-chlorobenzenediazonium), [B-](F)(F)(F)F (fluoborate), C(C)OC(=S)S (ethylxanthic acid), [K] (potassium). Run in CC(=O)C (acetone), CC(=O)C (acetone). Conditions: time 18 hour. Product: ClC1=CC=CC(=C1C(=O)O)SC(=S)OCC (6-chloro-2-[ethoxy(thiocarbonyl)-thio]benzoic acid). RXN SMILES: [CH2:1]([O:3][C:4]([SH:6])=[S:5])[CH3:2].[K].[C:8]([C:11]1[C:16]([Cl:17])=[CH:15][CH:14]=[CH:13][C:12]=1[N+]#N)([OH:10])=[O:9].[B-](F)(F)(F)F>CC(C)=O>[Cl:17][C:16]1[C:11]([C:8]([OH:10])=[O:9])=[C:12]([S:5][C:4]([O:3][CH2:1][CH3:2])=[S:6])[CH:13]=[CH:14][CH:15]=1 |^1:6|. Reported procedure: To a stirred suspension of 2.4 grams (0.014 mole) of ethylxanthic acid, potassium salt in 30 mL of acetone was added, by pipette, a stirred suspension of 2.0 grams (0.007 mole) of 2-carboxy-3-chlorobenzenediazonium tetrafluoborate in 50 mL of acetone. The flask containing the fluoborate suspension was rinsed with 20 mL of acetone, and the rinse was added to the reaction mixture. Upon completion of addition which required 7 minutes, the reaction mixture was stirred for about 18 hours. The reactio...